Dataset: the Open Reaction Database (ORD), a public repository of structured organic reaction records. Task: describe an organic reaction: reactants, conditions, products, and yield Reactants: Cl (hydrochloric acid), CN(C)CC1CC2(OCCO2)CCC1(O)C1=CC(=CC=C1)OC (7-dimethylaminomethyl-8-(3-methoxy-phenyl)-1,4-dioxaspiro[4.5]decan-8-ol), [OH-].[Na+] (sodium hydroxide). Solvent: O1CCCC1 (tetrahydrofuran). Run at time 12 hour. Yields the product CN(C)CC1CC(CCC1(C1=CC(=CC=C1)OC)O)=O (3-dimethylaminomethyl-4-hydroxy-4-(3-methoxy-phenyl)-cyclohexanone). Isolated yield 54081.6%. RXN SMILES: [CH3:1][N:2]([CH2:4][CH:5]1[C:14]([C:16]2[CH:21]=[CH:20][CH:19]=[C:18]([O:22][CH3:23])[CH:17]=2)([OH:15])[CH2:13][CH2:12][C:7]2(OCC[O:8]2)[CH2:6]1)[CH3:3].Cl.[OH-].[Na+]>O1CCCC1>[CH3:1][N:2]([CH2:4][CH:5]1[C:14]([OH:15])([C:16]2[CH:21]=[CH:20][CH:19]=[C:18]([O:22][CH3:23])[CH:17]=2)[CH2:13][CH2:12][C:7](=[O:8])[CH2:6]1)[CH3:3] |f:2.3|. Reported procedure: 78 g (0.24 mmole) 7-dimethylaminomethyl-8-(3-methoxy-phenyl)-1,4-dioxaspiro[4.5]decan-8-ol (65) were dissolved in a 500 ml tetrahydrofuran and cooled to a temperature between 0° C. and 5° C. 200 ml of aqueous hydrochloric acid (2:1 concentrated hydrochloric acid/water) were added over 30 minutes. The mixture was stirred for 12 hours at room temperature and was subsequently cooled to a temperature between 0° C. and 5° C. After adding 250 ml of concentrated aqueous sodium hydroxide solution the pr...